This data is from the Open Reaction Database (ORD), a public repository of structured organic reaction records. The task is: describe an organic reaction: reactants, conditions, products, and yield The reactants are C(C)(C)(C)OC(=O)N1[C@@H](CC(C1)=CCl)C(=O)O ((2S,4EZ)-1-(tertbutoxycarbonyl)-4-(chloromethylene)-2-pyrrolidinecarboxylic acid), C1(=CC=C(C=C1)C(=O)Cl)C1=CC=CC=C1 ([1,1′-biphenyl]-4-carbonyl chloride), COCCN (2-methoxyethylamine). Product: C1(=CC=C(C=C1)C(=O)N1C(CC(C1)=CCl)C(=O)NCCOC)C1=CC=CC=C1 ([1,1′-biphenyl]-4-ylcarbonyl-4-(chloromethylene)-N-(2-methoxyethyl)-2-pyrrolidinecarboxamide). RXN SMILES: C(O[C:6]([N:8]1[CH2:12][C:11](=[CH:13][Cl:14])[CH2:10][C@H:9]1[C:15]([OH:17])=O)=[O:7])(C)(C)C.[C:18]1([C:27]2[CH:32]=[CH:31][CH:30]=[CH:29][CH:28]=2)[CH:23]=[CH:22][C:21](C(Cl)=O)=[CH:20][CH:19]=1.[CH3:33][O:34][CH2:35][CH2:36][NH2:37]>>[C:27]1([C:18]2[CH:19]=[CH:20][CH:21]=[CH:22][CH:23]=2)[CH:28]=[CH:29][C:30]([C:6]([N:8]2[CH2:12][C:11](=[CH:13][Cl:14])[CH2:10][CH:9]2[C:15]([NH:37][CH2:36][CH2:35][O:34][CH3:33])=[O:17])=[O:7])=[CH:31][CH:32]=1. Reported procedure: Following the general method as outlined in Example 22, starting from (2S,4EZ)-1-(tertbutoxycarbonyl)-4-(chloromethylene)-2-pyrrolidinecarboxylic acid, [1,1′-biphenyl]-4-carbonyl chloride, and 2-methoxyethylamine the title compound was obtained in 55% purity by LC/MS. MS(ESI+): m/z=399.6. Reactants: C1COCCO1, CCN(C(C)C)C(C)C, CC(C)(C)OC(=O)N1CCCC1c1oncc1Cc1ccc(Cl)cc1, Cl, O=C=Nc1ccc(C(F)(F)F)cc1. Product: O=C(Nc1ccc(C(F)(F)F)cc1)N1CCCC1c1oncc1Cc1ccc(Cl)cc1. As a reaction SMILES: [CH2:49]1[O:50][CH2:51][CH2:52][O:53][CH2:54]1.[CH:26]([N:27]([CH2:28][CH3:29])[CH:30]([CH3:31])[CH3:32])([CH3:33])[CH3:34].[Cl:1][c:2]1[cH:3][cH:4][c:5]([CH2:6][c:7]2[cH:8][n:9][o:10][c:11]2[CH:12]2[N:13]([C:17]([O:19][C:18]([CH3:20])([CH3:21])[CH3:22])=[O:23])[CH2:14][CH2:15][CH2:16]2)[cH:24][cH:25]1.[ClH:48].[N:35](=[C:36]=[O:37])[c:38]1[cH:39][cH:40][c:41]([C:44]([F:45])([F:46])[F:47])[cH:42][cH:43]1>>[Cl:1][c:2]1[cH:3][cH:4][c:5]([CH2:6][c:7]2[cH:8][n:9][o:10][c:11]2[CH:12]2[N:13]([C:17](=[O:19])[NH:35][c:38]3[cH:39][cH:40][c:41]([C:44]([F:45])([F:46])[F:47])[cH:42][cH:43]3)[CH2:14][CH2:15][CH2:16]2)[cH:24][cH:25]1. The reactants are C(=O)NC=1SC=C(N1)C(C(=O)O)=NOC (2-(2-formamido-4-thiazolyl)-2-methoxyiminoacetic acid), P(=O)(Cl)(Cl)Cl (Phosphoryl chloride), resultant solution, resultant solution, NC1[C@@H]2N(C(=C(CS2)O)C(=O)OCC2=CC=C(C=C2)[N+](=O)[O-])C1=O (4-nitrobenzyl 7-amino-3-hydroxy-3-cephem-4-carboxylate), C[Si](C)(C)CC(=O)N (trimethylsilylacetamide), C[Si](C)(C)C(C(=O)N)[Si](C)(C)C (bis(trimethylsilyl)acetamide). Solvent: C(C)(=O)OCC (Ethyl acetate), C(C)(=O)OCC (ethyl acetate), CN(C=O)C (N,N-dimethylformamide), O (Water), C(C)(=O)OCC (ethyl acetate). Reaction conditions: time 40 minute. The product is C(=O)NC=1SC=C(N1)C(C(=O)NC1[C@@H]2N(C(=C(CS2)O)C(=O)OCC2=CC=C(C=C2)[N+](=O)[O-])C1=O)=NOC (4-nitrobenzyl 7-[2-(2-formamido-4-thiazolyl)-2-methoxyiminoacetamido]-3-hydroxy-3-cephem-4-carboxylate). Isolated yield 43.7%. Reaction SMILES: P(Cl)(Cl)(Cl)=O.[CH:6]([NH:8][C:9]1[S:10][CH:11]=[C:12]([C:14](=[N:18][O:19][CH3:20])[C:15]([OH:17])=O)[N:13]=1)=[O:7].[NH2:21][CH:22]1[C:43](=[O:44])[N:24]2[C:25]([C:30]([O:32][CH2:33][C:34]3[CH:39]=[CH:38][C:37]([N+:40]([O-:42])=[O:41])=[CH:36][CH:35]=3)=[O:31])=[C:26]([OH:29])[CH2:27][S:28][C@H:23]12.C[Si](CC(N)=O)(C)C.C[Si](C([Si](C)(C)C)C(N)=O)(C)C>C(OCC)(=O)C.O.CN(C)C=O>[CH:6]([NH:8][C:9]1[S:10][CH:11]=[C:12]([C:14](=[N:18][O:19][CH3:20])[C:15]([NH:21][CH:22]2[C:43](=[O:44])[N:24]3[C:25]([C:30]([O:32][CH2:33][C:34]4[CH:35]=[CH:36][C:37]([N+:40]([O-:42])=[O:41])=[CH:38][CH:39]=4)=[O:31])=[C:26]([OH:29])[CH2:27][S:28][C@H:23]23)=[O:17])[N:13]=1)=[O:7]. Reported procedure: Phosphoryl chloride (2.87 g.) was dropwise added to a solution of N,N-dimethylformamide (1.37 g.) in ethyl acetate (10 ml.) at 5° to 10° C. Ethyl acetate (40 ml.) was added to the solution, and stirred under ice cooling for 40 minutes. To the solution was added 2-(2-formamido-4-thiazolyl)-2-methoxyiminoacetic acid (syn isomer, 3.58 g.), and the solution was stirred at 0° to 5° C. for 40 minutes. The resultant solution was added all at once to a mixture of 4-nitrobenzyl 7-amino-3-hydroxy-3-cephem... Reactants: Brc1csc2cccnc12, CB(O)O, COCCOC, CCO, ClCCl, N#N, O, O, c1ccc(P(c2ccccc2)(c2ccccc2)[Pd](P(c2ccccc2)(c2ccccc2)c2ccccc2)(P(c2ccccc2)(c2ccccc2)c2ccccc2)P(c2ccccc2)(c2ccccc2)c2ccccc2)cc1. Yields the product Cc1csc2cccnc12. Reaction SMILES: [Br:1][c:2]1[cH:3][s:4][c:5]2[c:6]1[n:7][cH:8][cH:9][cH:10]2.[CH3:11][B:12]([OH:13])[OH:14].[CH3:15][O:16][CH2:17][CH2:18][O:19][CH3:20].[CH3:22][CH2:23][OH:24].[Cl:104][CH2:105][Cl:106].[N:25]#[N:26].[OH2:107].[OH2:21].[cH:27]1[cH:28][cH:29][c:30]([P:31]([Pd:32]([P:33]([c:34]2[cH:35][cH:36][cH:37][cH:38][cH:39]2)([c:40]2[cH:41][cH:42][cH:43][cH:44][cH:45]2)[c:46]2[cH:47][cH:48][cH:49][cH:50][cH:51]2)([P:52]([c:53]2[cH:54][cH:55][cH:56][cH:57][cH:58]2)([c:59]2[cH:60][cH:61][cH:62][cH:63][cH:64]2)[c:65]2[cH:66][cH:67][cH:68][cH:69][cH:70]2)[P:71]([c:72]2[cH:73][cH:74][cH:75][cH:76][cH:77]2)([c:78]2[cH:79][cH:80][cH:81][cH:82][cH:83]2)[c:84]2[cH:85][cH:86][cH:87][cH:88][cH:89]2)([c:90]2[cH:91][cH:92][cH:93][cH:94][cH:95]2)[c:96]2[cH:97][cH:98][cH:99][cH:100][cH:101]2)[cH:102][cH:103]1>>[c:2]1([CH3:11])[cH:3][s:4][c:5]2[c:6]1[n:7][cH:8][cH:9][cH:10]2. The reactants are 10.4, C1(=CC=CC=C1)NC1(CCN(CC1)CCC1=CC=CC=C1)C(=O)O (4-(phenylamino)-1-(2-phenylethyl)-4-piperidinecarboxylic acid), [Na] (sodium), CN(P(N(C)C)(N(C)C)=O)C (hexamethylphosphoric triamide), BrCC=C (3-bromo-1-propene). The solvent is O (water). Reaction conditions: temperature 110 celsius, time 20 hour. Product: C1(=CC=CC=C1)NC1(CCN(CC1)CCC1=CC=CC=C1)C(=O)OCC=C (2-propenyl 4-(phenylamino)-1-(2-phenylethyl)-4-piperidinecarboxylate). RXN SMILES: [C:1]1([NH:7][C:8]2([C:22]([OH:24])=[O:23])[CH2:13][CH2:12][N:11]([CH2:14][CH2:15][C:16]3[CH:21]=[CH:20][CH:19]=[CH:18][CH:17]=3)[CH2:10][CH2:9]2)[CH:6]=[CH:5][CH:4]=[CH:3][CH:2]=1.[Na].CN(C)P(=O)(N(C)C)N(C)C.Br[CH2:38][CH:39]=[CH2:40]>O>[C:1]1([NH:7][C:8]2([C:22]([O:24][CH2:40][CH:39]=[CH2:38])=[O:23])[CH2:9][CH2:10][N:11]([CH2:14][CH2:15][C:16]3[CH:17]=[CH:18][CH:19]=[CH:20][CH:21]=3)[CH2:12][CH2:13]2)[CH:6]=[CH:5][CH:4]=[CH:3][CH:2]=1 |^1:24|. Procedure: A mixture of 10.4 parts of 4-(phenylamino)-1-(2-phenylethyl)-4-piperidinecarboxylic acid, sodium salt and 75 parts of hexamethylphosphoric triamide is stirred and heated to 110° C. for a while. After cooling to 20° C., 3.63 parts of 3-bromo-1-propene are added dropwise. Upon completion, stirring is continued for 20 hours at room temperature. The reaction mixture is poured onto 150 parts of water and the product is extracted with methylbenzene. The extract is washed with water, dried, filtered an...